This data is from the Open Reaction Database (ORD), a public repository of structured organic reaction records. The task is: describe an organic reaction: reactants, conditions, products, and yield Reactants: CN(C)C=O, CC(C)Oc1cccc(-c2ccc3cnc(O)nn23)c1, CCN(C(C)C)C(C)C, NC(=O)CN1CCC(c2ccc(N)cc2)CC1. Reaction SMILES: [CH3:30][N:31]([CH3:32])[CH:33]=[O:34].[CH:1]([CH3:2])([CH3:3])[O:4][c:5]1[cH:6][c:7](-[c:11]2[cH:12][cH:13][c:14]3[cH:15][n:16][c:17]([OH:20])[n:18][n:19]23)[cH:8][cH:9][cH:10]1.[CH:21]([N:22]([CH2:23][CH3:24])[CH:25]([CH3:26])[CH3:27])([CH3:28])[CH3:29].[NH2:35][c:36]1[cH:37][cH:38][c:39]([CH:42]2[CH2:43][CH2:44][N:45]([CH2:48][C:49](=[O:50])[NH2:51])[CH2:46][CH2:47]2)[cH:40][cH:41]1>>[CH:1]([CH3:2])([CH3:3])[O:4][c:5]1[cH:6][c:7](-[c:11]2[cH:12][cH:13][c:14]3[cH:15][n:16][c:17]([NH:35][c:36]4[cH:37][cH:38][c:39]([CH:42]5[CH2:43][CH2:44][N:45]([CH2:48][C:49](=[O:50])[NH2:51])[CH2:46][CH2:47]5)[cH:40][cH:41]4)[n:18][n:19]23)[cH:8][cH:9][cH:10]1. Yields the product CC(C)Oc1cccc(-c2ccc3cnc(Nc4ccc(C5CCN(CC(N)=O)CC5)cc4)nn23)c1. Reactants: ClC1=C(C(=CC(=N1)CO)I)OCC(F)(F)F ([6-chloro-4-iodo-5-(2,2,2-trifluoro-ethoxy)-pyridin-2-yl]-methanol), ClC=1C=C(C=CC1C)B(O)O (B-(3-chloro-4-methylphenyl)-boronic acid). Yields the product ClC1=C(C(=CC(=N1)CO)C1=CC(=C(C=C1)C)Cl)OCC(F)(F)F ((6-chloro-4-(3-chloro-4-methylphenyl)-5-(2,2,2-trifluoroethoxy)pyridin-2-yl)methanol). As a reaction SMILES: [Cl:1][C:2]1[N:7]=[C:6]([CH2:8][OH:9])[CH:5]=[C:4](I)[C:3]=1[O:11][CH2:12][C:13]([F:16])([F:15])[F:14].[Cl:17][C:18]1[CH:19]=[C:20](B(O)O)[CH:21]=[CH:22][C:23]=1[CH3:24]>>[Cl:1][C:2]1[N:7]=[C:6]([CH2:8][OH:9])[CH:5]=[C:4]([C:20]2[CH:21]=[CH:22][C:23]([CH3:24])=[C:18]([Cl:17])[CH:19]=2)[C:3]=1[O:11][CH2:12][C:13]([F:16])([F:15])[F:14]. Procedure details: The title compound was synthesized in analogy to Example B using [4-iodo-6-chloro-5-(2,2,2-trifluoro-ethoxy)-pyridin-2-yl]-methanol (example A) and B-(3-chloro-4-methylphenyl)-boronic acid, (CAN 175883-63-3) as starting materials; LC-MS (UV peak area/ESI) 100%, 366.0269 (M+H)+. Reactants: CC=1C=C(C=C2CN(C(C12)=O)CC1=CC=C(C=C1)OC(F)(F)F)C#N (7-methyl-1-oxo-2-(4-trifluoromethoxy-benzyl)-2,3-dihydro-1H-isoindole-5-carbonitrile). Reagents/catalysts: [Ni] (Raney nickel). Solvent: C1CCOC1 (THF), C(C)O (ethanol), O (water), [NH4+].[OH-] (NH4OH). Conditions: time 12 hour. The product is NCC=1C=C2CN(C(C2=C(C1)C)=O)CC1=CC=C(C=C1)OC(F)(F)F (5-Aminomethyl-7-methyl-2-(4-trifluoromethoxy-benzyl)-2,3-dihydro-isoindol-1-one). Reaction SMILES: [CH3:1][C:2]1[CH:3]=[C:4]([C:24]#[N:25])[CH:5]=[C:6]2[C:10]=1[C:9](=[O:11])[N:8]([CH2:12][C:13]1[CH:18]=[CH:17][C:16]([O:19][C:20]([F:23])([F:22])[F:21])=[CH:15][CH:14]=1)[CH2:7]2>C1COCC1.C(O)C.[Ni].O.[NH4+].[OH-]>[NH2:25][CH2:24][C:4]1[CH:5]=[C:6]2[C:10](=[C:2]([CH3:1])[CH:3]=1)[C:9](=[O:11])[N:8]([CH2:12][C:13]1[CH:18]=[CH:17][C:16]([O:19][C:20]([F:23])([F:21])[F:22])=[CH:15][CH:14]=1)[CH2:7]2 |f:5.6|. Procedure details: A solution of 7-methyl-1-oxo-2-(4-trifluoromethoxy-benzyl)-2,3-dihydro-1H-isoindole-5-carbonitrile (0.104 g, 0.3 mmol) in THF (1 mL) and ethanol (4 mL) was treated with a suspension of Raney nickel in water (1 mL) and aqueous NH4OH (0.5 mL). The mixture was stirred at ambient temperature for 12 h under hydrogen atmosphere (1 atm.). After this time GC-MS indicated that all the starting material was consumed. The reaction mixture was filtered and concentrated to afford the desired product. The mat...